From a dataset of the Open Reaction Database (ORD), a public repository of structured organic reaction records. describe an organic reaction: reactants, conditions, products, and yield Starting materials: FC=1C=C(F)C=C(Br)C1. The reagents and catalysts are O1B(OC(C)(C)C1(C)C)B2OC(C)(C)C(O2)(C)C, N=1C=CC=CC1N2B(NC=3C=CC=CC32)B4NC=5C=CC=CC5N4C6=NC=CC=C6, C[OH2+].C[OH2+].C1CC=CCCC=C1.C1CC=CCCC=C1.[Ir].[Ir]. Run in O(C)C1CCCC1. Conditions: temperature 100 celsius, time 16 hour. The product is FC=1C=C(Br)C=C(F)C1B2OC(C)(C)C(O2)(C)C. Isolated yield 87.0%. Procedure details: The general procedure A was followed using 1-bromo-3,5-difluorobenzene (57.0 uL, 0.5 mmol) and B2pin2 (126.9 mg, 0.5 mmol, 1.0 eq.) as starting material. The resulting mixture was allowed to stir 16 hours at 100 oC. 5m was obtained as colorless oil (138.2 mg, 87%) after purification by silica gel flash chromatography (EtOAc/PE=1:10 v/v). Reactants: COCOC1=CC2=C(C(CC(O2)(C)C)NCCC2=CC=CC=C2)C=C1[N+](=O)[O-] (7-methoxymethoxy-2,2-dimethyl-6-nitro-4-(2-phenylethylamino)-3,4-dihydro-2H-1-benzopyrane), C(C)O (ethanol). Reagents/catalysts: [C].[Pd] (palladium-carbon). Reaction conditions: time 8 hour. The product is NC=1C(=CC2=C([C@H]([C@@H](C(O2)(C)C)O)NCCC2=CC=CC=C2)C1)OCOC ((±)-trans-6-Amino-7-Methoxymethoxy-2,2-dimethyl-4-[(2-phenylethyl)amino]-3,4-dihydro-2H-1-benzopyran-3-ol). Yield: 98.0%. As a reaction SMILES: [CH3:1][O:2][CH2:3][O:4][C:5]1[C:25]([N+:26]([O-])=O)=[CH:24][C:8]2[CH:9]([NH:15][CH2:16][CH2:17][C:18]3[CH:23]=[CH:22][CH:21]=[CH:20][CH:19]=3)[CH2:10][C:11]([CH3:14])([CH3:13])[O:12][C:7]=2[CH:6]=1.C([OH:31])C>[C].[Pd]>[NH2:26][C:25]1[C:5]([O:4][CH2:3][O:2][CH3:1])=[CH:6][C:7]2[O:12][C:11]([CH3:14])([CH3:13])[C@@H:10]([OH:31])[C@H:9]([NH:15][CH2:16][CH2:17][C:18]3[CH:23]=[CH:22][CH:21]=[CH:20][CH:19]=3)[C:8]=2[CH:24]=1 |f:2.3|. Procedure: To a solution of 7-methoxymethoxy-2,2-dimethyl-6-nitro-4-(2-phenylethylamino)-3,4-dihydro-2H-1-benzopyrane (265 mg, 0.66 mmol) in ethanol (5 mL), 5% palladium-carbon (AER type, 13 mg) was added at room temperature, and the resulting mixture was stirred under hydrogen stream overnight. Upon the completion of the reaction, the resulting solution was filtered through celite, concentrated, and the aimed product was obtained (yield: 98%). Reactants: BrCC(=O)NC1=C(C=C(C=C1)F)F (1-Bromo-2-(2,4-difluorophenyl)amino-2-oxoethane), O=C1NC2=C(N1C1CCNCC1)C=CC=C2 (4-(2-oxo-1-benzimidazolinyl)piperidine), C([O-])([O-])=O.[K+].[K+] (potassium carbonate). Solvent: CN(C=O)C (dimethylformamide). Product: FC1=C(C=CC(=C1)F)NC(CN1CCC(CC1)N1C(NC2=C1C=CC=C2)=O)=O (1-[2-(2,4-Difluorophenyl)amino-2-oxo-ethyl]-4-(2-oxo-1-benzimidazolinyl)piperidine). As a reaction SMILES: Br[CH2:2][C:3]([NH:5][C:6]1[CH:11]=[CH:10][C:9]([F:12])=[CH:8][C:7]=1[F:13])=[O:4].[O:14]=[C:15]1[N:19]([CH:20]2[CH2:25][CH2:24][NH:23][CH2:22][CH2:21]2)[C:18]2[CH:26]=[CH:27][CH:28]=[CH:29][C:17]=2[NH:16]1.C(=O)([O-])[O-].[K+].[K+]>CN(C)C=O>[F:13][C:7]1[CH:8]=[C:9]([F:12])[CH:10]=[CH:11][C:6]=1[NH:5][C:3](=[O:4])[CH2:2][N:23]1[CH2:22][CH2:21][CH:20]([N:19]2[C:18]3[CH:26]=[CH:27][CH:28]=[CH:29][C:17]=3[NH:16][C:15]2=[O:14])[CH2:25][CH2:24]1 |f:2.3.4|. Reported procedure: 4 g (16 mmol) of the bromoacetanilide from Example I and 4.2 g (19 mmol) of 4-(2-oxo-1-benzimidazolinyl)piperidine in 50 ml of dimethylformamide are stirred at RT for 18 h with 2.6 g (19 mmol) of potassium carbonate. The solid is then filtered off with suction, the filtrate is partitioned between ethyl acetate and water, and the aqueous phase is extracted 3 times with ethyl acetate. The organic phases are combined, washed with saturated sodium chloride solution, dried (MgSO4) and concentrated. T... As a reaction SMILES: [F:1][C:2]1[CH:7]=[CH:6][C:5]([N+:8]([O-])=O)=[CH:4][CH:3]=1.[CH3:11][C:12]([CH3:14])=O>>[F:1][C:2]1[CH:7]=[CH:6][C:5]([NH:8][CH:12]([CH3:14])[CH3:11])=[CH:4][CH:3]=1. The reactants are carbonyl, nitroarene, CC(=O)C (acetone), N-alkyl-arylamine, FC1=CC=C(C=C1)[N+](=O)[O-] (4-fluoro-nitrobenzene), CC(=O)C (acetone). Product: FC1=CC=C(NC(C)C)C=C1 (4-fluoro-N-isopropyl-aniline), ( 3 ). The yield is 90.0%. Procedure details: A process according to claim 1, wherein the N-alkyl-arylamine (I) is of the formula ##STR31## 4-fluoro-nitrobenzene is employed as the nitroarene and acetone as the carbonyl compound, the reaction mixture consisting of the stated catalyst and the reactants, wherein the acetone is employed in excess and constitutes the sole diluent for the reaction, the 4-fluoro-N-isopropyl-aniline of the above formula (3) being produced in a yield of at least 90% of theory. Reactants: ClC1=CC(=NC(=N1)N1[C@H](COCC1)C)C1=CC=C(C=C1)NC(=O)NCC ((S)-1-(4-(6-chloro-2-(3-methylmorpholino)pyrimidin-4-yl)phenyl)-3-ethylurea), ClC1=NC(=NC(=C1)Cl)N1CCOCC1 (4-(4,6-dichloropyrimidin-2-yl)morpholine). Procedure details: Method as described for Intermediate 2 using 4-(4,6-dichloropyrimidin-2-yl)morpholine. Product: ClC1=CC(=NC(=N1)N1CCOCC1)C1=CC=C(C=C1)NC(=O)NCC (1-(4-(6-chloro-2-morpholinopyrimidin-4-yl)phenyl)-3-ethylurea). Reaction SMILES: [Cl:1][C:2]1[N:7]=[C:6]([N:8]2[CH2:13][CH2:12][O:11][CH2:10][C@@H:9]2C)[N:5]=[C:4]([C:15]2[CH:20]=[CH:19][C:18]([NH:21][C:22]([NH:24][CH2:25][CH3:26])=[O:23])=[CH:17][CH:16]=2)[CH:3]=1.ClC1C=C(Cl)N=C(N2CCOCC2)N=1>>[Cl:1][C:2]1[N:7]=[C:6]([N:8]2[CH2:9][CH2:10][O:11][CH2:12][CH2:13]2)[N:5]=[C:4]([C:15]2[CH:16]=[CH:17][C:18]([NH:21][C:22]([NH:24][CH2:25][CH3:26])=[O:23])=[CH:19][CH:20]=2)[CH:3]=1. Product: ClC=1C=CC(=NC1)NC(C1=C(C(=CC(=C1)Cl)OC)NC(=O)C=1SC=C(C1Cl)CNCC(F)(F)F)=O (N-(5-chloropyridin-2-yl)-2-[((4-(((2,2,2-trifluoroethyl)amino)methyl)-3-chlorothiophen-2-yl)carbonyl)amino]-3-methoxy-5-chlorobenzamide). Reaction conditions: temperature 75 celsius. Run in CN(C)C=O (DMF). Reported procedure: To a solution of N-(5-chloropyridin-2-yl)-2-[((4-(chloromethyl)-3-chlorothiophen-2-yl)carbonyl)amino]-3-methoxy-5-chlorobenzamide (2.1 g, 4.1 mmol) in DMF (20 mL) was added a 2,2,2-trifluoroethylamine (3.2 mL, 41 mmol). The mixture was heated at 75° C. for 18 hours, then cooled to ambient temperature and concentrated in vacuo to remove excess 2,2,2-trifluoroethylamine. Water was added and the mixture was extracted with methylene chloride. The organic layer was dried over Na2SO4 and concentrated ... RXN SMILES: [Cl:1][C:2]1[CH:3]=[CH:4][C:5]([NH:8][C:9](=[O:30])[C:10]2[CH:15]=[C:14]([Cl:16])[CH:13]=[C:12]([O:17][CH3:18])[C:11]=2[NH:19][C:20]([C:22]2[S:23][CH:24]=[C:25]([CH2:28]Cl)[C:26]=2[Cl:27])=[O:21])=[N:6][CH:7]=1.[F:31][C:32]([F:36])([F:35])[CH2:33][NH2:34]>CN(C=O)C>[Cl:1][C:2]1[CH:3]=[CH:4][C:5]([NH:8][C:9](=[O:30])[C:10]2[CH:15]=[C:14]([Cl:16])[CH:13]=[C:12]([O:17][CH3:18])[C:11]=2[NH:19][C:20]([C:22]2[S:23][CH:24]=[C:25]([CH2:28][NH:34][CH2:33][C:32]([F:36])([F:35])[F:31])[C:26]=2[Cl:27])=[O:21])=[N:6][CH:7]=1. Starting materials: ClC=1C=CC(=NC1)NC(C1=C(C(=CC(=C1)Cl)OC)NC(=O)C=1SC=C(C1Cl)CCl)=O (N-(5-chloropyridin-2-yl)-2-[((4-(chloromethyl)-3-chlorothiophen-2-yl)carbonyl)amino]-3-methoxy-5-chlorobenzamide), FC(CN)(F)F (2,2,2-trifluoroethylamine). Isolated yield 94.5%.